The task is: describe an organic reaction: reactants, conditions, products, and yield. This data is from the Open Reaction Database (ORD), a public repository of structured organic reaction records. Starting materials: CN(C)C(=O)c1ccc(Nc2nn(-c3ccccc3)cc2C#N)cc1, CS(C)=O, [Na+], [OH-], O, OO. Yields the product CN(C)C(=O)c1ccc(Nc2nn(-c3ccccc3)cc2C(N)=O)cc1. Reaction SMILES: [C:1](#[N:2])[c:3]1[c:4]([NH:14][c:15]2[cH:16][cH:17][c:18]([C:19](=[O:20])[N:21]([CH3:22])[CH3:23])[cH:24][cH:25]2)[n:5][n:6](-[c:8]2[cH:9][cH:10][cH:11][cH:12][cH:13]2)[cH:7]1.[CH3:31][S:32]([CH3:33])=[O:34].[Na+:27].[OH-:26].[OH2:30].[OH:28][OH:29]>>[C:1]([NH2:2])([c:3]1[c:4]([NH:14][c:15]2[cH:16][cH:17][c:18]([C:19](=[O:20])[N:21]([CH3:22])[CH3:23])[cH:24][cH:25]2)[n:5][n:6](-[c:8]2[cH:9][cH:10][cH:11][cH:12][cH:13]2)[cH:7]1)=[O:26].